Dataset: the Open Reaction Database (ORD), a public repository of structured organic reaction records. Task: describe an organic reaction: reactants, conditions, products, and yield The reactants are O (water), CC(CCC(C)=O)=O (hexan-2,5-dione), Cl.COC(CN)=O (glycine methyl ester hydrochloride), C(C)(=O)[O-].[Na+] (sodium acetate). Solvent: C(C)(=O)O (acetic acid). Yields the product CC=1N(C(=CC1)C)CC(=O)OC (methyl (2,5-dimethyl-1H-pyrrol-1-yl)acetate). As a reaction SMILES: [CH3:1][C:2](=O)[CH2:3][CH2:4][C:5](=O)[CH3:6].Cl.[CH3:10][O:11][C:12](=[O:15])[CH2:13][NH2:14].C([O-])(=O)C.[Na+].O>C(O)(=O)C>[CH3:1][C:2]1[N:14]([CH2:13][C:12]([O:11][CH3:10])=[O:15])[C:5]([CH3:6])=[CH:4][CH:3]=1 |f:1.2,3.4|. Procedure details: A solution of hexan-2,5-dione (23 g.), glycine methyl ester hydrochloride (25 g.), and sodium acetate (16 g.) in acetic acid (100 cm3) was heated under reflux for 1 hour. The mixture was then poured into water, extracted with ether, and the ethereal phase washed with sodium carbonate solution, dried, and evaporated to yield a brown oil. The product was then distilled under vacuum to give methyl (2,5-dimethyl-1H-pyrrol-1-yl)acetate as a colourless oil which crystallised on standing. (22.1 g.) b.p...